Dataset: the Open Reaction Database (ORD), a public repository of structured organic reaction records. Task: describe an organic reaction: reactants, conditions, products, and yield Reactants: CCOC(=O)/N=N/C(=O)OCC (Diethylazodicarboxylate), C1(=CC=CC=C1)P(C1=CC=CC=C1)C1=CC=CC=C1 (triphenylphosphine), C(C(CO)C1=CC=CC=C1)(=O)O (Tropic acid). The solvent is O1CCCC1 (tetrahydrofuran), O1CCCC1 (THF). Run at temperature -10 celsius. Yields the product C1(=CC=CC=C1)C1C(OC1)=O (3-phenyloxetan-2-one). Isolated yield 83.8%. As a reaction SMILES: CCOC(/N=N/C(OCC)=O)=O.C1(P(C2C=CC=CC=2)C2C=CC=CC=2)C=CC=CC=1.[C:32]([OH:43])(=[O:42])[CH:33]([C:36]1[CH:41]=[CH:40][CH:39]=[CH:38][CH:37]=1)[CH2:34]O>O1CCCC1>[C:36]1([CH:33]2[CH2:34][O:43][C:32]2=[O:42])[CH:37]=[CH:38][CH:39]=[CH:40][CH:41]=1. Procedure: Diethylazodicarboxylate (DEAD) (1.89 milliliter (mL), 12.0 millimole (mmol)) was added dropwise to a stirred solution of triphenylphosphine (3.18 gram (g), 12.0 mmol) in dry tetrahydrofuran (THF) (40 mL) at −78° C. under nitrogen (N2). Tropic acid (2.00 g, 12.0 mmol) in dry THF (40 mL) was then added dropwise, and the resulting mixture was stirred and slowly warmed to −10° C., at which point the solution was homogeneous. After concentration and purification by flash chromatography on silica gel ... Reactants: C(CCC)C=1OC2=C(C1C=O)C=CC=C2 (2-butyl-1-benzofuran-3-carbaldehyde), C(C)(=O)[O-].[Na+] (sodium acetate), Cl.NO (hydroxylamine hydrochloride). The solvent is CO (methanol), O (water), O (Water). Conditions: time 2 hour. Yields the product C(CCC)C=1OC2=C(C1C=NO)C=CC=C2 (2-butyl-1-benzofuran-3-carbaldehyde oxime). The yield is 92.8%. RXN SMILES: [CH2:1]([C:5]1[O:6][C:7]2[CH:15]=[CH:14][CH:13]=[CH:12][C:8]=2[C:9]=1[CH:10]=O)[CH2:2][CH2:3][CH3:4].C([O-])(=O)C.[Na+].Cl.[NH2:22][OH:23]>CO.O>[CH2:1]([C:5]1[O:6][C:7]2[CH:15]=[CH:14][CH:13]=[CH:12][C:8]=2[C:9]=1[CH:10]=[N:22][OH:23])[CH2:2][CH2:3][CH3:4] |f:1.2,3.4|. Procedure details: To a mixture of 2-butyl-1-benzofuran-3-carbaldehyde (25 g, 0.124 mol) and sodium acetate (12.2 g, 0.124 mol) in methanol (100 mL) was added hydroxylamine hydrochloride (10.3 g, 0.149 mol) in water (25 mL) at 0° C. The mixture was stirred at rt for 2 h. Water (300 mL) was added to the reaction mixture and the product was extracted with EtOAc. The organic layer was dried and concentrated under vacuum to give crude 2-butyl-1-benzofuran-3-carbaldehyde oxime (25 g, 93%) as a light brown liquid. Product: CC(C)(N=C=O)c1ccccc1. As a reaction SMILES: [C:14]([Cl:15])(=[O:16])[NH2:17].[C:18]([Cl:19])([c:20]1[cH:21][cH:22][cH:23][cH:24][cH:25]1)([CH3:26])[CH3:27].[CH2:35]([C:36]([CH2:37][CH:38]([CH3:39])[CH3:40])=[O:41])[CH:42]([CH3:43])[CH3:44].[CH3:28][c:29]1[cH:30][cH:31][cH:32][cH:33][cH:34]1.[CH3:5][C:6](=[CH2:7])[c:8]1[cH:9][cH:10][cH:11][cH:12][cH:13]1.[Cl-:45].[Cl-:47].[ClH:1].[NH:2]=[C:3]=[O:4].[Zn+2:46]>>[N:2](=[C:3]=[O:4])[C:6]([CH3:5])([CH3:7])[c:8]1[cH:9][cH:10][cH:11][cH:12][cH:13]1. Reactants: NC(=O)Cl, CC(C)(Cl)c1ccccc1, CC(C)CC(=O)CC(C)C, Cc1ccccc1, C=C(C)c1ccccc1, [Cl-], [Cl-], Cl, N=C=O, [Zn+2]. Reactants: CC(C)(C)OC(=O)NCC(=O)N1CCCC1C(N)=O, O=P(Cl)(Cl)Cl, c1ccncc1, c1c[nH]cn1. Yields the product CC(C)(C)OC(=O)NCC(=O)N1CCCC1C#N. Reaction SMILES: [C:1]([CH3:2])([CH3:3])([CH3:4])[O:5][C:6]([NH:7][CH2:8][C:9](=[O:10])[N:11]1[CH:12]([C:16]([NH2:17])=[O:18])[CH2:13][CH2:14][CH2:15]1)=[O:19].[P:25]([Cl:26])([Cl:27])([Cl:28])=[O:29].[cH:30]1[cH:31][cH:32][n:33][cH:34][cH:35]1.[nH:20]1[cH:21][cH:22][n:23][cH:24]1>>[C:1]([CH3:2])([CH3:3])([CH3:4])[O:5][C:6]([NH:7][CH2:8][C:9](=[O:10])[N:11]1[CH:12]([C:16]#[N:17])[CH2:13][CH2:14][CH2:15]1)=[O:19]. Starting materials: CC1=C(C=C(C=C1)C=1OC(=NN1)C)C1=CC=C(C=C1)C(=O)O (2′-Methyl-5′-(5-methyl-1,3,4-oxadiazol-2-yl)-1,1′-biphenyl-4-carboxylic acid), C=1C=CC2=C(C1)N=NN2O (HOBT), Cl.CN(CCCN=C=NCC)C (1-(3-dimethylaminopropyl)-3-ethyl carbodiimide hydrochloride), NCC=1C=C(C[NH-])C=CC1 (3-aminomethyl-N-benzylamide). Solvent: CN(C)C=O (DMF). Reaction conditions: time 18 hour. Yields the product CC1=C(C=C(C=C1)C=1OC(=NN1)C)C1=CC=C(C=C1)C(=O)NCC1=CC(=CC=C1)C(=O)NC (2′-methyl-N-[3-(methylaminocarbonyl)benzyl]-5′-(5-methyl-1,3,4-oxadiazol-2-yl)-1,1′-biphenyl-4-carboxamide). Reaction SMILES: [CH3:1][C:2]1[CH:7]=[CH:6][C:5]([C:8]2[O:9][C:10]([CH3:13])=[N:11][N:12]=2)=[CH:4][C:3]=1[C:14]1[CH:19]=[CH:18][C:17]([C:20](O)=[O:21])=[CH:16][CH:15]=1.C1C=CC2N([OH:32])N=NC=2C=1.Cl.CN(C)[CH2:36][CH2:37][CH2:38][N:39]=[C:40]=NCC.[NH2:45][CH2:46][C:47]1[CH:48]=[C:49](C=C[CH:54]=1)C[NH-]>CN(C=O)C>[CH3:1][C:2]1[CH:7]=[CH:6][C:5]([C:8]2[O:9][C:10]([CH3:13])=[N:11][N:12]=2)=[CH:4][C:3]=1[C:14]1[CH:19]=[CH:18][C:17]([C:20]([NH:45][CH2:46][C:47]2[CH:48]=[CH:49][CH:36]=[C:37]([C:38]([NH:39][CH3:40])=[O:32])[CH:54]=2)=[O:21])=[CH:16][CH:15]=1 |f:2.3|. Reported procedure: 2′-Methyl-5′-(5-methyl-1,3,4-oxadiazol-2-yl)-1,1′-biphenyl-4-carboxylic acid (11.3 mg, 0.034 mmol), HOBT (6.0 mg, 0.044 mmol), 1-(3-dimethylaminopropyl)-3-ethyl carbodiimide hydrochloride (8.0 mg, 0.042 mmol) and 3-aminomethyl-N-benzylamide (0.34 mmol) were mixed in DMF (0.7 ml) and the reaction left at room temperature for 18 h. The DMF was evaporated under vacuum and the residue partitioned between DCM (0.4 ml) and water (0.4 ml). The organic phase was washed with aqueous sodium hydroxide (0.5... Reactants: Cl (hydrochloric acid), C(C)OC(=O)C=1C=C2CC(C(NC2=CC1)C1=CC(=CC=C1)NC(=O)N1CCCC1)(C)C (3,3-dimethyl-2-{3-[(pyrrolidine-1-carbonyl)-amino]-phenyl}-1,2,3,4-tetrahydro-quinoline-6-carboxylic acid ethyl ester). The solvent is CO (methanol), O1CCCC1 (tetrahydrofuran), [OH-].[Na+] (sodium hydroxide), O (water). Run at temperature 60 celsius, time 6 hour. Yields the product CC1(C(NC2=CC=C(C=C2C1)C(=O)O)C1=CC(=CC=C1)NC(=O)N1CCCC1)C (3,3-dimethyl-2-{3-[(pyrrolidine-1-carbonyl)-amino]-phenyl}-1,2,3,4-tetrahydro-quinoline-6-carboxylic acid). Yield: 44.5%. Reaction SMILES: C([O:3][C:4]([C:6]1[CH:7]=[C:8]2[C:13](=[CH:14][CH:15]=1)[NH:12][CH:11]([C:16]1[CH:21]=[CH:20][CH:19]=[C:18]([NH:22][C:23]([N:25]3[CH2:29][CH2:28][CH2:27][CH2:26]3)=[O:24])[CH:17]=1)[C:10]([CH3:31])([CH3:30])[CH2:9]2)=[O:5])C.Cl>CO.O1CCCC1.[OH-].[Na+].O>[CH3:30][C:10]1([CH3:31])[CH2:9][C:8]2[C:13](=[CH:14][CH:15]=[C:6]([C:4]([OH:5])=[O:3])[CH:7]=2)[NH:12][CH:11]1[C:16]1[CH:21]=[CH:20][CH:19]=[C:18]([NH:22][C:23]([N:25]2[CH2:29][CH2:28][CH2:27][CH2:26]2)=[O:24])[CH:17]=1 |f:4.5|. Procedure details: A mixture of 3,3-dimethyl-2-{3-[(pyrrolidine-1-carbonyl)-amino]-phenyl}-1,2,3,4-tetrahydro-quinoline-6-carboxylic acid ethyl ester (842 mg, 2 mmol) in methanol (10 mL) and tetrahydrofuran (20 mL), 30% sodium hydroxide in water (10 mL) was stirred at 60° C. for 6 h. The mixture was neutralized with a 3 N aqueous hydrochloric acid solution and extracted with ethyl acetate (2×100 mL), washed with water, dried over anhydrous sodium sulfate and then concentrated in vacuo. Purification by Waters autom...